From a dataset of the Open Reaction Database (ORD), a public repository of structured organic reaction records. describe an organic reaction: reactants, conditions, products, and yield Isolated yield 49.3%. The product is OC(CC[C@H]1[C@H](CN(CC1)CCSC1CCCC1)C(=O)OC)C1=CC=NC2=CC=C(C=C12)OC (methyl (3R,4R)-4-[3-(R,S)-hydroxy-3-(6-methoxyquinolin-4-yl)propyl]-1-[2-(cyclopentylthio)-ethyl]piperidine-3-carboxylate). The solvent is C(C)#N (acetonitrile), CO (methanol). Run at temperature 20 celsius. Reported procedure: 0.717 g of methyl (3R,4R)-4-[3-(R,S)-hydroxy-3-(6-methoxyquinolin-4-yl)propyl]piperidine-3-carboxylate in 15 cm3 of acetonitrile and 15 cm3 of methanol was heated for 3½ h at a temperature in the region of the reflux temperature, with stirring and under an inert atmosphere, with 0.439 g of 90% 2-chloroethyl cyclopentyl sulfide in the presence of 0.332 g of potassium carbonate and 0.4 g of potassium iodide. After cooling the reaction mixture to a temperature in the region of 20° C., the insoluble... RXN SMILES: [OH:1][CH:2]([C:15]1[C:24]2[C:19](=[CH:20][CH:21]=[C:22]([O:25][CH3:26])[CH:23]=2)[N:18]=[CH:17][CH:16]=1)[CH2:3][CH2:4][C@@H:5]1[CH2:10][CH2:9][NH:8][CH2:7][C@@H:6]1[C:11]([O:13][CH3:14])=[O:12].[CH:27]1([S:32][CH2:33][CH2:34]Cl)[CH2:31][CH2:30][CH2:29][CH2:28]1.C(=O)([O-])[O-].[K+].[K+].[I-].[K+]>C(#N)C.CO>[OH:1][CH:2]([C:15]1[C:24]2[C:19](=[CH:20][CH:21]=[C:22]([O:25][CH3:26])[CH:23]=2)[N:18]=[CH:17][CH:16]=1)[CH2:3][CH2:4][C@@H:5]1[CH2:10][CH2:9][N:8]([CH2:34][CH2:33][S:32][CH:27]2[CH2:31][CH2:30][CH2:29][CH2:28]2)[CH2:7][C@@H:6]1[C:11]([O:13][CH3:14])=[O:12] |f:2.3.4,5.6|. The reactants are OC(CC[C@H]1[C@H](CNCC1)C(=O)OC)C1=CC=NC2=CC=C(C=C12)OC (methyl (3R,4R)-4-[3-(R,S)-hydroxy-3-(6-methoxyquinolin-4-yl)propyl]piperidine-3-carboxylate), C1(CCCC1)SCCCl (2-chloroethyl cyclopentyl sulfide), C([O-])([O-])=O.[K+].[K+] (potassium carbonate), [I-].[K+] (potassium iodide).